This data is from the Open Reaction Database (ORD), a public repository of structured organic reaction records. The task is: describe an organic reaction: reactants, conditions, products, and yield Reactants: CO, CCC=O, NC(=O)c1cccc2nc(-c3ccc(C4CCNCC4)cc3F)oc12, [H][H]. Product: CCCN1CCC(c2ccc(-c3nc4cccc(C(N)=O)c4o3)c(F)c2)CC1. As a reaction SMILES: [CH3:32][OH:33].[CH:26]([CH2:27][CH3:28])=[O:29].[F:1][c:2]1[c:3](-[c:14]2[o:15][c:16]3[c:17]([n:18]2)[cH:19][cH:20][cH:21][c:22]3[C:23](=[O:24])[NH2:25])[cH:4][cH:5][c:6]([CH:8]2[CH2:9][CH2:10][NH:11][CH2:12][CH2:13]2)[cH:7]1.[H:30][H:31]>>[F:1][c:2]1[c:3](-[c:14]2[o:15][c:16]3[c:17]([n:18]2)[cH:19][cH:20][cH:21][c:22]3[C:23](=[O:24])[NH2:25])[cH:4][cH:5][c:6]([CH:8]2[CH2:9][CH2:10][N:11]([CH2:26][CH2:27][CH3:28])[CH2:12][CH2:13]2)[cH:7]1.